This data is from the Open Reaction Database (ORD), a public repository of structured organic reaction records. The task is: describe an organic reaction: reactants, conditions, products, and yield Reactants: solution, C[Si](C)(C)C=[N+]=[N-] (trimethylsilyldiazomethane), C(C1=CC=CC=C1)[C@](CC(=O)O)(CC=C)NC(=O)OC(C)(C)C ((S)-2-benzyl-2-tert-butoxycarbonylaminopent-4-enecarboxylic acid). Solvent: CCCCCC (hexane), CO (methanol). Product: C(C1=CC=CC=C1)[C@](CC(=O)OC)(CC=C)NC(=O)OC(C)(C)C (Methyl (S)-2-benzyl-2-tert-butoxycarbonylaminopent-4-enecarboxylate). Reaction SMILES: [CH3:1][Si](C=[N+]=[N-])(C)C.[CH2:8]([C@@:15]([NH:23][C:24]([O:26][C:27]([CH3:30])([CH3:29])[CH3:28])=[O:25])([CH2:20][CH:21]=[CH2:22])[CH2:16][C:17]([OH:19])=[O:18])[C:9]1[CH:14]=[CH:13][CH:12]=[CH:11][CH:10]=1>CCCCCC.CO>[CH2:8]([C@@:15]([NH:23][C:24]([O:26][C:27]([CH3:30])([CH3:29])[CH3:28])=[O:25])([CH2:20][CH:21]=[CH2:22])[CH2:16][C:17]([O:19][CH3:1])=[O:18])[C:9]1[CH:10]=[CH:11][CH:12]=[CH:13][CH:14]=1. Procedure details: A total of 5 ml of a 2 molar solution of trimethylsilyldiazomethane in hexane is added in portions to a solution of 490 mg of (S)-2-benzyl-2-tert-butoxycarbonylaminopent-4-enecarboxylic acid in 8 ml of methanol while stirring at room temperature. After the reaction is complete, the excess trimethylsilyldiazomethane is destroyed by dropwise addition of glacial acetic acid, and the volatile constituents are stripped off in a rotary evaporator at 40° C. The residue is purified on a column (silica g... The reactants are [N+](=O)([O-])C=1C=C(C(=O)C2=NC=CC=C2C(=O)O)C=CC1 (2-(3-Nitrobenzoyl)-3-carboxypyridine), [N+](=[N-])=C (Diazomethane). Run in C(Cl)Cl (methylene chloride). Run at time 2 hour. Product: [N+](=O)([O-])C=1C=C(C(=O)C2=NC=CC=C2C(=O)OC)C=CC1 (2-(3-nitrobenzoyl)-3-methoxycarbonylpyridine). Reaction SMILES: [N+:1]([C:4]1[CH:5]=[C:6]([CH:18]=[CH:19][CH:20]=1)[C:7]([C:9]1[C:14]([C:15]([OH:17])=[O:16])=[CH:13][CH:12]=[CH:11][N:10]=1)=[O:8])([O-:3])=[O:2].[N+](=[CH2:23])=[N-]>C(Cl)Cl>[N+:1]([C:4]1[CH:5]=[C:6]([CH:18]=[CH:19][CH:20]=1)[C:7]([C:9]1[C:14]([C:15]([O:17][CH3:23])=[O:16])=[CH:13][CH:12]=[CH:11][N:10]=1)=[O:8])([O-:3])=[O:2]. Reported procedure: 2-(3-Nitrobenzoyl)-3-carboxypyridine was dissolved in 20 ml of methylene chloride and the solution was cooled in an ice/water bath. Diazomethane (25 ml, 0.33M) was added to the solution and stirred for 2 hours. The solvent was removed and the residue chromatographed (methylene chloride) yielding 0.26 g of 2-(3-nitrobenzoyl)-3-methoxycarbonylpyridine.